This data is from the Open Reaction Database (ORD), a public repository of structured organic reaction records. The task is: describe an organic reaction: reactants, conditions, products, and yield Run at temperature 45 celsius, time 1 hour. As a reaction SMILES: CC(C)([O-])C.[K+].CO[C:9](=[O:21])[C:10]([C:12]1[C:20]2[C:15](=[CH:16][CH:17]=[CH:18][CH:19]=2)[NH:14][CH:13]=1)=O.[C:22]([SiH2:26][O:27][C:28]([C:49]1[CH:54]=[CH:53][CH:52]=[CH:51][CH:50]=1)([C:43]1[CH:48]=[CH:47][CH:46]=[CH:45][CH:44]=1)[C:29]1[CH:30]=[CH:31][C:32]2[N:33]([C:35]([CH2:39][C:40]([NH2:42])=[O:41])=[C:36]([CH3:38])[N:37]=2)[CH:34]=1)([CH3:25])([CH3:24])[CH3:23].[NH4+].[Cl-]>O1CCCC1.CCOC(C)=O>[C:22]([SiH2:26][O:27][C:28]([C:49]1[CH:54]=[CH:53][CH:52]=[CH:51][CH:50]=1)([C:43]1[CH:44]=[CH:45][CH:46]=[CH:47][CH:48]=1)[C:29]1[CH:30]=[CH:31][C:32]2[N:33]([C:35]([C:39]3[C:40](=[O:41])[NH:42][C:9](=[O:21])[C:10]=3[C:12]3[C:20]4[C:15](=[CH:16][CH:17]=[CH:18][CH:19]=4)[NH:14][CH:13]=3)=[C:36]([CH3:38])[N:37]=2)[CH:34]=1)([CH3:25])([CH3:23])[CH3:24] |f:0.1,4.5|. Solvent: O1CCCC1 (tetrahydrofuran), CCOC(=O)C (EtOAc). Procedure: Potassium tert-butoxide (1.0 M in THF, 1.90 ml, 1.90 mmol, 3.0 equiv) is added dropwise at room temperature under an atmosphere of argon to a solution of (1H-Indol-3-yl)-oxo-acetic acid methyl ester (192 mg, 0.93 mmol, 1.5 equiv) and of 2-[6-(tert-butyl-diphenyl-silanyloxymethyl)-2-methyl-imidazo[1,2-a]pyridin-3-yl]-acetamide (300 mg, 0.62 mmol) in anhydrous tetrahydrofuran (5.0 ml, dried over molecular sieves). The reaction mixture is stirred for 30 minutes at 0° C., 30 minutes at room temperat... Isolated yield 47.5%. Yields the product C(C)(C)(C)[SiH2]OC(C=1C=CC=2N(C1)C(=C(N2)C)C=2C(NC(C2C2=CNC1=CC=CC=C21)=O)=O)(C2=CC=CC=C2)C2=CC=CC=C2 (3-[6-(tert-Butyl-diphenyl-silanyloxymethyl)-2-methyl-imidazo[1,2-a]pyridin-3-yl]-4-(1H-indol-3-yl)-pyrrole-2,5-dione). Reactants: [NH4+].[Cl-] (NH4Cl), CC(C)([O-])C.[K+] (Potassium tert-butoxide), COC(C(=O)C1=CNC2=CC=CC=C12)=O ((1H-Indol-3-yl)-oxo-acetic acid methyl ester), C(C)(C)(C)[SiH2]OC(C=1C=CC=2N(C1)C(=C(N2)C)CC(=O)N)(C2=CC=CC=C2)C2=CC=CC=C2 (2-[6-(tert-butyl-diphenyl-silanyloxymethyl)-2-methyl-imidazo[1,2-a]pyridin-3-yl]-acetamide).